This data is from the Open Reaction Database (ORD), a public repository of structured organic reaction records. The task is: describe an organic reaction: reactants, conditions, products, and yield Reactants: FC1=CC=C(CNC2CCN(CC2)C)C=C1 (4-(4-Fluorobenzylamino)-1-methylpiperidine), CCCCCCC (heptane), C(C)OC1=CC=C(C=C1)CC(=O)Cl (4-Ethoxyphenylacetic acid chloride), Cl (HCl). Solvent: ClCCl (dichloromethane). Conditions: time 20 hour. The product is C(C)OC1=CC=C(C=C1)CC(=O)N(C1CCN(CC1)C)CC1=CC=C(C=C1)F (2-(4-Ethoxyphenyl)-N-(4-fluorobenzyl)-N-(1-methylpiperidin-4-yl)acetamide). RXN SMILES: [F:1][C:2]1[CH:16]=[CH:15][C:5]([CH2:6][NH:7][CH:8]2[CH2:13][CH2:12][N:11]([CH3:14])[CH2:10][CH2:9]2)=[CH:4][CH:3]=1.[CH2:17]([O:19][C:20]1[CH:25]=[CH:24][C:23]([CH2:26][C:27](Cl)=[O:28])=[CH:22][CH:21]=1)[CH3:18].Cl.CCCCCCC>ClCCl>[CH2:17]([O:19][C:20]1[CH:25]=[CH:24][C:23]([CH2:26][C:27]([N:7]([CH2:6][C:5]2[CH:4]=[CH:3][C:2]([F:1])=[CH:16][CH:15]=2)[CH:8]2[CH2:9][CH2:10][N:11]([CH3:14])[CH2:12][CH2:13]2)=[O:28])=[CH:22][CH:21]=1)[CH3:18]. Reported procedure: 50ELH4 (0.11 g, 0.49 mmol, 1.0 eq.) was transferred to a 4 ml vial and dissolved in dichloromethane. 63ELH19 (0.089 mg, 1.0 eq.) was added and the vial was sealed and the reaction shaken for 20 h. The product was extracted in distilled water (made basic with potassium carbonate, pH 10) and dichloromethane. Dried with sodium sulfate and concentrated. Purified by HPLC. The extraction, drying and concentration was repeated and the product dissolved in dichloromethane (1 ml) and HCl (1 eq., 2 M in e...